The task is: describe an organic reaction: reactants, conditions, products, and yield. This data is from the Open Reaction Database (ORD), a public repository of structured organic reaction records. Reactants: CN(C)CC=1N2C(SC1)=NC(=C2)C2=C(C=CC=C2)N (2-(3-dimethylaminomethyl-imidazo[2,1-b]thiazol-6-yl)-phenylamine), [N+](=O)([O-])C1=C(C=CC=C1)C=1N=C2SC(=CN2C1)CO ([6-(2-nitro-phenyl)-imidazo[2,1-b]thiazol-2-yl]-methanol). Yields the product CN(C)CC1=CN2C(S1)=NC(=C2)C2=C(C=CC=C2)N (2-(2-Dimethylaminomethyl-imidazo[2,1-b]thiazol-6-yl)-phenylamine). As a reaction SMILES: CN(C[C:5]1[N:6]2[CH:12]=[C:11]([C:13]3[CH:18]=[CH:17][CH:16]=[CH:15][C:14]=3[NH2:19])[N:10]=[C:7]2[S:8][CH:9]=1)C.[N+](C1C=CC=CC=1C1N=[C:31]2[N:35]([CH:36]=1)[CH:34]=C(CO)S2)([O-])=O>>[CH3:34][N:35]([CH2:36][C:9]1[S:8][C:7]2=[N:10][C:11]([C:13]3[CH:18]=[CH:17][CH:16]=[CH:15][C:14]=3[NH2:19])=[CH:12][N:6]2[CH:5]=1)[CH3:31]. Procedure: Essentially the same procedure used during the preparation of 2-(3-dimethylaminomethyl-imidazo[2,1-b]thiazol-6-yl)-phenylamine was employed, except that [6-(2-nitro-phenyl)-imidazo[2,1-b]thiazol-2-yl]-methanol was used as the starting material.